Dataset: the Open Reaction Database (ORD), a public repository of structured organic reaction records. Task: describe an organic reaction: reactants, conditions, products, and yield Reaction SMILES: [NH:1]1[C:9]2[C:4](=[CH:5][C:6]([NH:10][CH:11]3[CH2:16]CN[CH2:13][CH2:12]3)=[CH:7][CH:8]=2)[CH:3]=[N:2]1.F[C:18](F)(F)[C:19](O)=O>C(Cl)(Cl)Cl>[NH:1]1[C:9]2[C:4](=[CH:5][C:6]([NH:10][CH:11]3[CH2:12][CH2:13][CH2:11][N:10]([CH:6]([C:19]4[CH:18]=[CH:8][CH:9]=[CH:4][CH:3]=4)[CH3:5])[CH2:16]3)=[CH:7][CH:8]=2)[CH:3]=[N:2]1. Product: N1N=CC2=CC(=CC=C12)NC1CN(CCC1)C(C)C1=CC=CC=C1 (N-(1H-5-Indazolyl)-N-[1-(1-phenylethyl)-3-piperidyl]amine). The reactants are N1N=CC2=CC(=CC=C12)NC1CCNCC1 (N-(1H-5-Indazolyl)-N-(4-piperidyl)amine), FC(C(=O)O)(F)F (trifluoroacetic acid). Solvent: C(Cl)(Cl)Cl (chloroform). Conditions: time 2 hour. Procedure details: The compound prepared in Example 181 (700 mg) was dissolved in chloroform (3 ml), and 95% trifluoroacetic acid (3 ml) was added dropwise to the solution at room temperature. The reaction mixture was stirred at room temperature for 2 hr and was then concentrated. Potassium carbonate (690 mg) and dimethylformamide (3 ml) were added to the concentrate, and the mixture was stirred. A solution (2 ml) of (1-bromoethyl)benzene (408 mg) in acetonitrile was added dropwise to the reaction mixture. The rea... The reactants are O=C([O-])C(=O)[O-], CN(C)CCCC1(c2ccc(F)cc2)OCc2cc(C#N)ccc21, O. The product is N#Cc1ccc2c(c1)COC2(CCCN)c1ccc(F)cc1. Reaction SMILES: [C:25]([O-:26])(=[O:27])[C:28]([O-:29])=[O:30].[CH3:1][N:2]([CH3:3])[CH2:4][CH2:5][CH2:6][C:7]1([c:18]2[cH:19][cH:20][c:21]([F:22])[cH:23][cH:24]2)[O:8][CH2:9][c:10]2[cH:11][c:12]([C:16]#[N:17])[cH:13][cH:14][c:15]21.[OH2:31]>>[NH2:2][CH2:4][CH2:5][CH2:6][C:7]1([c:18]2[cH:19][cH:20][c:21]([F:22])[cH:23][cH:24]2)[O:8][CH2:9][c:10]2[cH:11][c:12]([C:16]#[N:17])[cH:13][cH:14][c:15]21. As a reaction SMILES: [CH2:1]([S:3][C:4]1[N:8]([CH2:9][C:10]2[CH:15]=[CH:14][C:13]([C:16]3[CH:21]=[CH:20][CH:19]=[CH:18][C:17]=3[C:22]3[NH:26][N:25]=[N:24][N:23]=3)=[CH:12][CH:11]=2)[C:7]2[C:27]([C:31]([O:33]CC)=[O:32])=[CH:28][CH:29]=[CH:30][C:6]=2[N:5]=1)[CH3:2].[OH-].[Na+]>CO>[CH2:1]([S:3][C:4]1[N:8]([CH2:9][C:10]2[CH:11]=[CH:12][C:13]([C:16]3[CH:21]=[CH:20][CH:19]=[CH:18][C:17]=3[C:22]3[NH:26][N:25]=[N:24][N:23]=3)=[CH:14][CH:15]=2)[C:7]2[C:27]([C:31]([OH:33])=[O:32])=[CH:28][CH:29]=[CH:30][C:6]=2[N:5]=1)[CH3:2] |f:1.2|. Reported procedure: A solution of ethyl 2-ethylthio-1-[[2′-(1H-tetrazol-5-yl)biphenyl-4-yl]methyl]benzimidazole-7-carboxylate (0.35 g) in a methanol (7 ml) solution containing 1N NaOH (2.2 ml) was heated under reflux for 2 hours. After evaporation of the solvent, the aqueous residue was adjusted to about pH 3-4 with 1N-HCl to give crystals. The crystals were collected by filtration. Recrystallization from ethyl acetate-methanol gave colorless crystals (0.21 g, 64%), m.p. 209-210° C. (decomp.). The yield is 63.7%. The product is C(C)SC1=NC2=C(N1CC1=CC=C(C=C1)C1=C(C=CC=C1)C1=NN=NN1)C(=CC=C2)C(=O)O (2-Ethylthio-1-[[2′-(1H-tetrazol-5-yl)biphenyl-4-yl]-methyl]benzimidazole-7-carboxylic Acid). Solvent: CO (methanol). The reactants are C(C)SC1=NC2=C(N1CC1=CC=C(C=C1)C1=C(C=CC=C1)C1=NN=NN1)C(=CC=C2)C(=O)OCC (ethyl 2-ethylthio-1-[[2′-(1H-tetrazol-5-yl)biphenyl-4-yl]methyl]benzimidazole-7-carboxylate), [OH-].[Na+] (NaOH). Starting materials: C(C)(C)(C)OC(=O)N[C@@H]1C(N(CCCC1)CC(=O)OCC)=O ((S)-3- [(tert-butoxycarbonyl)amino]-hexahydro-2-oxo-1-azepineacetic acid, ethyl ester), Cl (HCl). The solvent is C(C)O (ethanol), C(C)O (ethanol). Reaction conditions: time 5 minute. Yields the product Cl.N[C@@H]1C(N(CCCC1)CC(=O)OCC)=O ((S)-3-Amino-hexahydro-2-oxo-1-azepineacetic acid, ethyl ester hydrochloride). Yield: 96.0%. As a reaction SMILES: C(OC([NH:8][C@H:9]1[CH2:15][CH2:14][CH2:13][CH2:12][N:11]([CH2:16][C:17]([O:19][CH2:20][CH3:21])=[O:18])[C:10]1=[O:22])=O)(C)(C)C.[ClH:23]>C(O)C>[ClH:23].[NH2:8][C@H:9]1[CH2:15][CH2:14][CH2:13][CH2:12][N:11]([CH2:16][C:17]([O:19][CH2:20][CH3:21])=[O:18])[C:10]1=[O:22] |f:3.4|. Procedure: To a solution of 49 (3.143 g, 0.0100 mole) in 20 mL of ethanol at 0° C. was added 12N HCl in ethanol (27.0 mL, 0.32 mol) in one portion. The solution was stirred at 0° for 5 min and then allowed to stir at ambient temperature for one hr. The solvent was evaporated, anhydrous acetonitrile (100 mL) was added and the solvent was reevaporated. The residue was pumped at <1 mm Hg on a vacuum pump for 20 hrs to afford 2.410 g (96% yield) of product 50 as a pale yellow foam. TLC (silica gel; CH2Cl2, met... The reactants are C1(=CC=CC=C1)C(C1=CC=CC=C1)(C1=CC=CC=C1)NCC=1N(C=CN1)CC1CCNCC1 (4-[(2-triphenylmethylaminomethyl-1H-imidazol-1-yl)methyl]piperidine), COC(N(C)C)OC (dimethylformamide dimethylacetal). Reaction conditions: temperature 100 celsius. The product is COC(N1CCC(CC1)CN1C(=NC=C1)CNC(C1=CC=CC=C1)(C1=CC=CC=C1)C1=CC=CC=C1)OC (4-[(2-triphenylmethylaminomethyl-1H-imidazol-1-yl)methyl]-piperidine carboxaldehyde dimethylacetal). Reaction SMILES: [C:1]1([C:7]([NH:20][CH2:21][C:22]2[N:23]([CH2:27][CH:28]3[CH2:33][CH2:32][NH:31][CH2:30][CH2:29]3)[CH:24]=[CH:25][N:26]=2)([C:14]2[CH:19]=[CH:18][CH:17]=[CH:16][CH:15]=2)[C:8]2[CH:13]=[CH:12][CH:11]=[CH:10][CH:9]=2)[CH:6]=[CH:5][CH:4]=[CH:3][CH:2]=1.[CH3:34][O:35][CH:36]([O:40][CH3:41])N(C)C>>[CH3:34][O:35][CH:36]([O:40][CH3:41])[N:31]1[CH2:32][CH2:33][CH:28]([CH2:27][N:23]2[CH:24]=[CH:25][N:26]=[C:22]2[CH2:21][NH:20][C:7]([C:14]2[CH:19]=[CH:18][CH:17]=[CH:16][CH:15]=2)([C:8]2[CH:9]=[CH:10][CH:11]=[CH:12][CH:13]=2)[C:1]2[CH:2]=[CH:3][CH:4]=[CH:5][CH:6]=2)[CH2:29][CH2:30]1. Procedure details: A mixture of 4-[(2-triphenylmethylaminomethyl-1H-imidazol-1-yl)methyl]piperidine (1.45 g, 0.0033M) and dimethylformamide dimethylacetal wass heated at 100° C. for 8 hrs. After this period, the reaction was stripped to dryness to give 4-[(2-triphenylmethylaminomethyl-1H-imidazol-1-yl)methyl]-piperidine carboxaldehyde dimethylacetal. The solution of the piperidinecarboxaldehydedimethylacetal in methylene chloride (5 ml) was added to the mixture of 6-aminopenicillanic acid (0.57 g, 0.0026M) and dii...